Task: describe an organic reaction: reactants, conditions, products, and yield. Dataset: the Open Reaction Database (ORD), a public repository of structured organic reaction records Reactants: O=S1(CCN(CC2=C1C=CC=C2)C2=NC1=CC=C(C=C1C(=C2)N2CC(CC2)N)C)=O (1-[2-(1,1-dioxido-2,3-dihydro-1,4-benzothiazepin-4(5H)-yl)-6-methylquinolin-4-yl]pyrrolidin-3-amine), O=S1(CCN(CC2=C1C=CC=C2)C2=NC1=CC=C(C=C1C(=C2)N2CC(CC2)N)C)=O (1-[2-(1,1-Dioxido-2,3-dihydro-1,4-benzothiazepin-4(5H)-yl)-6-methylquinolin-4-yl]pyrrolidin-3-amine), O1CC(C1)=O (oxetan-3-one). Product: O=S1(CCN(CC2=C1C=CC=C2)C2=NC1=CC=C(C=C1C(=C2)N2CC(CC2)NC2COC2)C)=O (1-[2-(1,1-Dioxido-2,3-dihydro-1,4-benzothiazepin-4(5H)-yl)-6-methylquinolin-4-yl]-N-(oxetan-3-yl)pyrrolidin-3-amine). Reaction SMILES: [O:1]=[S:2]1(=[O:30])[C:8]2[CH:9]=[CH:10][CH:11]=[CH:12][C:7]=2[CH2:6][N:5]([C:13]2[CH:22]=[C:21]([N:23]3[CH2:27][CH2:26][CH:25]([NH2:28])[CH2:24]3)[C:20]3[C:15](=[CH:16][CH:17]=[C:18]([CH3:29])[CH:19]=3)[N:14]=2)[CH2:4][CH2:3]1.[O:31]1[CH2:34][C:33](=O)[CH2:32]1>>[O:30]=[S:2]1(=[O:1])[C:8]2[CH:9]=[CH:10][CH:11]=[CH:12][C:7]=2[CH2:6][N:5]([C:13]2[CH:22]=[C:21]([N:23]3[CH2:27][CH2:26][CH:25]([NH:28][CH:33]4[CH2:34][O:31][CH2:32]4)[CH2:24]3)[C:20]3[C:15](=[CH:16][CH:17]=[C:18]([CH3:29])[CH:19]=3)[N:14]=2)[CH2:4][CH2:3]1. Procedure details: The title compound was prepared in analogy to Example 45-1 in Scheme 20 by using 1-[2-(1,1-dioxido-2,3-dihydro-1,4-benzothiazepin-4(5H)-yl)-6-methylquinolin-4-yl]pyrrolidin-3-amine and oxetan-3-one (prepared in analogy to Example 25) and oxetan-3-one. MS obsd. (ESI+) [(M+H)+] 479, 1H NMR (400 MHz, CD3OD) δ ppm 7.99-7.97 (m, J=2.2 Hz, 1 H), 7.83-7.80 (t, J=2.9 Hz, 2 H), 7.64-7.60 (m, J=4.1 Hz, 1 H), 7.47-7.43 (m, J=4.5 Hz, 2 H), 7.29-7.26 (m, J=2.5 Hz, 1 H), 6.12 (s, 1 H), 5.15 (s, 2 H), 4.85 (m,... The reactants are ClCC(=O)Cl (chloroacetyl chloride), CC=1C(=C(N)C=CC1)C=1NC=CN1 (3-methyl-2-(1H-2-imidazolyl)aniline), C(O)([O-])=O.[Na+] (sodium hydrogen carbonate). Run in C(C)OCC (diethyl ether), O1CCCC1 (tetrahydrofuran), N1=CC=CC=C1 (pyridine). Conditions: temperature 0 celsius, time 1 hour. Yields the product CC=1C=2C=3N(C(NC2C=CC1)=O)C=CN3 (10-methylimidazo[1,2-c]quinazolin-5(6H)-one), CC1=CC=CC2=C1C=1N(CC(N2)=O)C=CN1 (11-methyl-5H-imidazo[1,2-d][1,4]benzodiazepin-6(7H)-one). RXN SMILES: Cl[CH2:2][C:3](Cl)=[O:4].[CH3:6][C:7]1[C:8]([C:14]2[NH:15][CH:16]=[CH:17][N:18]=2)=[C:9]([CH:11]=[CH:12][CH:13]=1)[NH2:10].C(=O)([O-])O.[Na+]>C(OCC)C.O1CCCC1.N1C=CC=CC=1>[CH3:6][C:7]1[C:8]2[C:14]3[N:18]([CH:17]=[CH:16][N:15]=3)[C:3](=[O:4])[NH:10][C:9]=2[CH:11]=[CH:12][CH:13]=1.[CH3:6][C:7]1[C:8]2[C:14]3[N:18]([CH:17]=[CH:16][N:15]=3)[CH2:2][C:3](=[O:4])[NH:10][C:9]=2[CH:11]=[CH:12][CH:13]=1 |f:2.3|. Reported procedure: 7. A solution of 8.25 ml of chloroacetyl chloride in 25 ml of diethyl ether is added dropwise at 0° C. within 15 min. to a solution of 11.5 g of 3-methyl-2-(1H-2-imidazolyl)aniline in 0.35 l of tetrahydrofuran and 21 ml of pyridine. The reaction mixture is stirred at 0° C. for 1 h, and then poured into saturated aqueous sodium hydrogen carbonate solution. The mixture is extracted three times with chloroform. The organic extracts are evaporated in a vacuum. The residue (13 g) is dissolved in 300 ...